The task is: describe an organic reaction: reactants, conditions, products, and yield. This data is from the Open Reaction Database (ORD), a public repository of structured organic reaction records. Starting materials: O=C(Cl)c1ccccc1, C[Si](C)(C)Cl, CSC1C(O)C(CO)OC1n1ccc(N)nc1=O, CO, [NH4+], [OH-], c1ccncc1. Yields the product CSC1C(O)C(CO)OC1n1ccc(NC(=O)c2ccccc2)nc1=O. RXN SMILES: [C:24]([c:25]1[cH:26][cH:27][cH:28][cH:29][cH:30]1)(=[O:31])[Cl:32].[CH3:19][Si:20]([CH3:21])([CH3:22])[Cl:23].[CH3:1][S:2][CH:3]1[CH:4]([n:11]2[c:12](=[O:13])[n:14][c:15]([NH2:16])[cH:17][cH:18]2)[O:5][CH:6]([CH2:9][OH:10])[CH:7]1[OH:8].[CH3:41][OH:42].[NH4+:33].[OH-:34].[cH:35]1[cH:36][cH:37][n:38][cH:39][cH:40]1>>[CH3:1][S:2][CH:3]1[CH:4]([n:11]2[c:12](=[O:13])[n:14][c:15]([NH:16][C:24]([c:25]3[cH:26][cH:27][cH:28][cH:29][cH:30]3)=[O:31])[cH:17][cH:18]2)[O:5][CH:6]([CH2:9][OH:10])[CH:7]1[OH:8]. Starting materials: COC(COC1=C2C(=C(C(=NC2=C(C=C1)Cl)CC)CC1=CC=C(C=C1)C(C(C)C)=O)OC(F)F)=O ([8-chloro-4-difluoromethoxy-2-ethyl-3-(4-isobutyrylbenzyl)quinolin-5-yloxy]acetic acid methyl ester), [OH-].[Li+] (lithium hydroxide). Solvent: O1CCCC1 (tetrahydrofuran), O (water). Run at time 2 hour. The product is ClC=1C=CC(=C2C(=C(C(=NC12)CC)CC1=CC=C(C=C1)C(C(C)C)=O)OC(F)F)OCC(=O)O ([8-chloro-4-difluoromethoxy-2-ethyl-3-(4-isobutyrylbenzyl)quinolin-5-yloxy]acetic acid). Yield: 84.2%. As a reaction SMILES: C[O:2][C:3](=[O:35])[CH2:4][O:5][C:6]1[CH:15]=[CH:14][C:13]([Cl:16])=[C:12]2[C:7]=1[C:8]([O:31][CH:32]([F:34])[F:33])=[C:9]([CH2:19][C:20]1[CH:25]=[CH:24][C:23]([C:26](=[O:30])[CH:27]([CH3:29])[CH3:28])=[CH:22][CH:21]=1)[C:10]([CH2:17][CH3:18])=[N:11]2.[OH-].[Li+]>O1CCCC1.O>[Cl:16][C:13]1[CH:14]=[CH:15][C:6]([O:5][CH2:4][C:3]([OH:35])=[O:2])=[C:7]2[C:12]=1[N:11]=[C:10]([CH2:17][CH3:18])[C:9]([CH2:19][C:20]1[CH:21]=[CH:22][C:23]([C:26](=[O:30])[CH:27]([CH3:29])[CH3:28])=[CH:24][CH:25]=1)=[C:8]2[O:31][CH:32]([F:34])[F:33] |f:1.2|. Procedure: A solution of [8-chloro-4-difluoromethoxy-2-ethyl-3-(4-isobutyrylbenzyl)quinolin-5-yloxy]acetic acid methyl ester (0.22 g) in tetrahydrofuran (5.0 mL) and water (1.0 mL) was treated with 1.0 M aqueous lithium hydroxide solution (0.86 mL), and the resulting mixture was stirred at room temperature for 2 hours. The mixture was concentrated to low bulk under reduced pressure, and the pH adjusted to 4-5 by the addition of 1.0 M aqueous hydrochloric acid solution. The mixture was extracted with ethyl ... Starting materials: CC(CC(C(C)=O)=NO)C (5-methyl-3-oximino-2-hexanone), N=C=O (imino-ketone), CC(CCC(C)=O)C (5-methyl-2-hexanone), N(=O)Cl (nitrosyl chloride). The reagents and catalysts are [Zn] (zinc). Solvent: C(C)(=O)O (acetic acid). Yields the product CC1=NC(=C(N=C1CC(C)C)C)CC(C)C (2,5-dimethyl-3,6-diisobutyl-pyrazine). Reaction SMILES: [CH3:1][CH:2]([CH3:10])[CH2:3][C:4](=[N:8]O)[C:5](=O)[CH3:6].[CH3:11][CH:12]([CH3:18])[CH2:13][CH2:14][C:15](=O)[CH3:16].[N:19](Cl)=O.N=C=O>[Zn].C(O)(=O)C>[CH3:6][C:5]1[C:4]([CH2:3][CH:2]([CH3:10])[CH3:1])=[N:8][C:15]([CH3:16])=[C:14]([CH2:13][CH:12]([CH3:18])[CH3:11])[N:19]=1. Reported procedure: f. 2,5-Dimethyl-3,6-diisobutyl-pyrazine was prepared by first forming 5-methyl-3-oximino-2-hexanone by reacting 5-methyl-2-hexanone with nitrosyl chloride according to the method of BOUVEAULT (loc.cit.). The autocondensation of two moles of the imino-ketone in the presence of zinc and acetic acid [according to the method described in Chimia 11, 310 (1957)] yielded 2,5-dimethyl-3,6-diisobutyl-pyrazine which had a b.p. of 69°-70°C./0.01 mm. Hg. The reactants are SCCO (2-mercaptoethanol), C([O-])([O-])=O.[Na+].[Na+] (sodium carbonate), Br.C(C)N(CCBr)CC (2-(diethylamino)ethyl bromide hydrobromide). The solvent is CO (methanol). Run at time 8 hour. The product is C(C)N(CCSCCO)CC (2-[2-(diethylamino)ethylthio]-ethanol). Reaction SMILES: [SH:1][CH2:2][CH2:3][OH:4].C(=O)([O-])[O-].[Na+].[Na+].Br.[CH2:12]([N:14]([CH2:18][CH3:19])[CH2:15][CH2:16]Br)[CH3:13]>CO>[CH2:12]([N:14]([CH2:18][CH3:19])[CH2:15][CH2:16][S:1][CH2:2][CH2:3][OH:4])[CH3:13] |f:1.2.3,4.5|. Reported procedure: To a solution of 2-mercaptoethanol (1.5 mL, 1.7 g, 22 mmol) in methanol (30 mL) was added with stirring sodium carbonate (4 g, 38 mmol), followed by 2-(diethylamino)ethyl bromide hydrobromide (5.0 g, 19 mmol). The reaction mixture was stirred overnight at room temperature and then filtered. The filtrate was concentrated under reduced pressure to give 2-[2-(diethylamino)ethylthio]-ethanol as a clear oil. The reactants are FC(C=1C=CC2=C(NC(C3=C(N2)C=CC=C3)=S)C1)(F)F (8-trifluoromethyl-5,10-dihydro-11H-dibenzo[b,e][1,4]diazepine-11-thione), COC(CN)OC (amino acetaldehyde dimethyl acetal). Solvent: C(CCC)O (n-butanol). Product: COC(CNC=1C2=C(NC3=C(N1)C=C(C=C3)C(F)(F)F)C=CC=C2)OC (8-trifluoromethyl-[(5H-dibenzo[b,e][1,4]diazepin-11-yl)amino] acetaldehyde dimethyl acetal). Reaction SMILES: [F:1][C:2]([F:20])([F:19])[C:3]1[CH:4]=[CH:5][C:6]2[NH:12][C:11]3[CH:13]=[CH:14][CH:15]=[CH:16][C:10]=3[C:9](=S)[NH:8][C:7]=2[CH:18]=1.[CH3:21][O:22][CH:23]([O:26][CH3:27])[CH2:24][NH2:25]>C(O)CCC>[CH3:21][O:22][CH:23]([O:26][CH3:27])[CH2:24][NH:25][C:9]1[C:10]2[CH:16]=[CH:15][CH:14]=[CH:13][C:11]=2[NH:12][C:6]2[CH:5]=[CH:4][C:3]([C:2]([F:20])([F:19])[F:1])=[CH:18][C:7]=2[N:8]=1. Procedure details: In the manner given in Example 1, 8-trifluoromethyl-5,10-dihydro-11H-dibenzo[b,e][1,4]diazepine-11-thione is treated with amino acetaldehyde dimethyl acetal in n-butanol to give 8-trifluoromethyl-[(5H-dibenzo[b,e][1,4]diazepin-11-yl)amino] acetaldehyde dimethyl acetal. Starting materials: [N+](=O)([O-])C1=C(C(C(=O)O)=CC=C1)C(=O)O (3-nitrophthalic acid), C(C)(=O)OC(C)=O (acetic anhydride). Yields the product [N+](=O)([O-])C1=C2C(C(=O)OC2=O)=CC=C1 (3-Nitrophthalic anhydride). As a reaction SMILES: [N+:1]([C:4]1[CH:12]=[CH:11][CH:10]=[C:6]([C:7]([OH:9])=O)[C:5]=1[C:13]([OH:15])=[O:14])([O-:3])=[O:2].C(OC(=O)C)(=O)C>>[N+:1]([C:4]1[CH:12]=[CH:11][CH:10]=[C:6]2[C:7]([O:15][C:13](=[O:14])[C:5]=12)=[O:9])([O-:3])=[O:2]. Reported procedure: 3-Nitrophthalic anhydride was prepared from 3-nitrophthalic acid and acetic anhydride by the same procedure given for its 4-nitro isomer in Example 2. The yield of recrystallized product was 17.85 g (92.5%); m.p. 163°-164° C, whose percent elemental analysis of C, 49.79; H, 1.57; N, 7.22 is in excellent agreement with the theoretical values.